From a dataset of the Open Reaction Database (ORD), a public repository of structured organic reaction records. describe an organic reaction: reactants, conditions, products, and yield Starting materials: CC(=O)O, CCO, CSc1nc(Cl)c(C=O)c(Cl)n1, Cl, NO. Product: CSc1nc(Cl)c(C=NO)c(Cl)n1. Reaction SMILES: [C:4]([OH:5])(=[O:6])[CH3:7].[CH3:20][CH2:21][OH:22].[Cl:8][c:9]1[n:10][c:11]([S:18][CH3:19])[n:12][c:13]([Cl:17])[c:14]1[CH:15]=[O:16].[ClH:1].[NH2:2][OH:3]>>[N:2]([OH:3])=[CH:15][c:14]1[c:9]([Cl:8])[n:10][c:11]([S:18][CH3:19])[n:12][c:13]1[Cl:17]. The reactants are [OH-].[Na+] (sodium hydroxide), C(C=C)(=O)Cl (acrylic acid chloride), CNCCCCCCCCCCCO (11-methylamino undecan-1-ol). The solvent is O (water), ClCCl (dichloromethane), ClCCl (dichloromethane). Conditions: temperature -5 celsius, time 16 hour. Yields the product OCCCCCCCCCCCN(C(C=C)=O)C (N-(11-hydroxy-undecyl)-N-methyl acrylamide). Yield: 81.0%. Reaction SMILES: [CH3:1][NH:2][CH2:3][CH2:4][CH2:5][CH2:6][CH2:7][CH2:8][CH2:9][CH2:10][CH2:11][CH2:12][CH2:13]O.[OH-:15].[Na+].[C:17](Cl)(=[O:20])[CH:18]=[CH2:19]>ClCCl.O>[OH:15][CH2:13][CH2:12][CH2:11][CH2:10][CH2:9][CH2:8][CH2:7][CH2:6][CH2:5][CH2:4][CH2:3][N:2]([CH3:1])[C:17](=[O:20])[CH:18]=[CH2:19] |f:1.2|. Reported procedure: 11-methylamino undecan-1-ol (10.07 g, 50.0 mmol) was dissolved in dichloromethane (30 ml). A solution of sodium hydroxide (2.40 g, 60.0 mmol) in water (30 ml) was added. The mixture was cooled to −5° C. and a solution of acrylic acid chloride (4.75 g, 52.5 mmol) and BHT (10 mg) in dichloromethane (30 ml) was added dropwise. Once the addition had ended the reaction mixture was stirred for 2 h at −5° C. and for a further 16 h at RT. Organic and aqueous phases were separated. The aqueous phase was ...